This data is from the Open Reaction Database (ORD), a public repository of structured organic reaction records. The task is: describe an organic reaction: reactants, conditions, products, and yield The reactants are CS(=O)(=O)c1ccc(B(O)O)cc1, [Na+], [Na+], O=C([O-])[O-], C1COCCO1, Cl[Pd]Cl, Cc1ccc(S(=O)(=O)OC(=CC2CCCC2)c2cc3cc(NC(=O)OC(C)(C)C)cnc3n2S(=O)(=O)c2ccccc2)cc1, c1ccc(P(c2ccccc2)c2ccccc2)cc1, c1ccc(P(c2ccccc2)c2ccccc2)cc1. The product is CC(C)(C)OC(=O)Nc1cnc2c(c1)cc(C(=CC1CCCC1)c1ccc(S(C)(=O)=O)cc1)n2S(=O)(=O)c1ccccc1. As a reaction SMILES: [CH3:45][S:46](=[O:47])(=[O:48])[c:49]1[cH:50][cH:51][c:52]([B:55]([OH:56])[OH:57])[cH:53][cH:54]1.[Na+:58].[Na+:59].[O-:60][C:61](=[O:62])[O-:63].[O:64]1[CH2:65][CH2:66][O:67][CH2:68][CH2:69]1.[Pd:70]([Cl:71])[Cl:72].[c:1]1([S:7](=[O:8])(=[O:9])[n:10]2[c:11]([C:27](=[CH:28][CH:29]3[CH2:30][CH2:31][CH2:32][CH2:33]3)[O:34][S:35]([c:36]3[cH:37][cH:38][c:39]([CH3:40])[cH:41][cH:42]3)(=[O:43])=[O:44])[cH:12][c:13]3[c:14]2[n:15][cH:16][c:17]([NH:19][C:20](=[O:21])[O:22][C:23]([CH3:24])([CH3:25])[CH3:26])[cH:18]3)[cH:2][cH:3][cH:4][cH:5][cH:6]1.[c:73]1([P:74]([c:75]2[cH:76][cH:77][cH:78][cH:79][cH:80]2)[c:81]2[cH:82][cH:83][cH:84][cH:85][cH:86]2)[cH:87][cH:88][cH:89][cH:90][cH:91]1.[c:92]1([P:93]([c:94]2[cH:95][cH:96][cH:97][cH:98][cH:99]2)[c:100]2[cH:101][cH:102][cH:103][cH:104][cH:105]2)[cH:106][cH:107][cH:108][cH:109][cH:110]1>>[c:1]1([S:7](=[O:8])(=[O:9])[n:10]2[c:11]([C:27](=[CH:28][CH:29]3[CH2:30][CH2:31][CH2:32][CH2:33]3)[c:52]3[cH:51][cH:50][c:49]([S:46]([CH3:45])(=[O:47])=[O:48])[cH:54][cH:53]3)[cH:12][c:13]3[c:14]2[n:15][cH:16][c:17]([NH:19][C:20](=[O:21])[O:22][C:23]([CH3:24])([CH3:25])[CH3:26])[cH:18]3)[cH:2][cH:3][cH:4][cH:5][cH:6]1. Reactants: NC1=C(C#N)C(=CC=C1)NC (2-amino-6-(methylamino)benzonitrile), N1=CC=CC=C1 (pyridine), O (water), COCC(=O)Cl (methoxyacetyl chloride). The solvent is C(Cl)Cl (methylene chloride). Run at time 1 hour. Product: COCC(=O)NC1=C(C#N)C(=CC=C1)NC (2-(methoxyacetylamino)-6-(methylamino)benzonitrile). Reaction SMILES: [NH2:1][C:2]1[CH:9]=[CH:8][CH:7]=[C:6]([NH:10][CH3:11])[C:3]=1[C:4]#[N:5].N1C=CC=CC=1.[CH3:18][O:19][CH2:20][C:21](Cl)=[O:22].O>C(Cl)Cl>[CH3:18][O:19][CH2:20][C:21]([NH:1][C:2]1[CH:9]=[CH:8][CH:7]=[C:6]([NH:10][CH3:11])[C:3]=1[C:4]#[N:5])=[O:22]. Reported procedure: To a solution of 2-amino-6-(methylamino)benzonitrile (3.3 g) in methylene chloride (50 ml) is added pyridine (3.6 ml) and thereto is added dropwise methoxyacetyl chloride (4.2 ml) which is cooled in an ice bath. The mixture is stirred at room temperature for 1 hour, and thereafter, water is added thereto, and the mixture is extracted with methylene chloride. The organic layer is dried over anhydrous sodium sulfate, and the solvent is distilled off under reduced pressure. The resulting crude crys... The reactants are ClC1=CC(=C(CN2N=CC3=CC(=CC=C23)\C=C/2\C(NC(S2)=O)=O)C=C1)C(F)(F)F ((5Z)-5-({1-[4-chloro-2-(trifluoromethyl)benzyl]-1H-indazol-5-yl}methylidene)-2,4-dioxo-1,3-thiazolidine), ClCC1=CC=C(O1)C(=O)OC (methyl 5-chloromethylfuroate). The product is COC(=O)C=1OC(=CC1)CN1C(S\C(\C1=O)=C/C=1C=C2C=NN(C2=CC1)CC1=C(C=C(C=C1)Cl)C(F)(F)F)=O (5-{[(5Z)-5-({1-[4-Chloro-2-(trifluoromethyl)benzyl]-1H-indazol-5-yl}methylidene)-2,4-dioxo-1,3-thiazolidin-3-yl]methyl}furan-2-carboxylic acid methyl ester). Reaction SMILES: [Cl:1][C:2]1[CH:25]=[CH:24][C:5]([CH2:6][N:7]2[C:15]3[C:10](=[CH:11][C:12](/[CH:16]=[C:17]4/[C:18](=[O:23])[NH:19][C:20](=[O:22])[S:21]/4)=[CH:13][CH:14]=3)[CH:9]=[N:8]2)=[C:4]([C:26]([F:29])([F:28])[F:27])[CH:3]=1.Cl[CH2:31][C:32]1[O:36][C:35]([C:37]([O:39][CH3:40])=[O:38])=[CH:34][CH:33]=1>>[CH3:40][O:39][C:37]([C:35]1[O:36][C:32]([CH2:31][N:19]2[C:18](=[O:23])/[C:17](=[CH:16]/[C:12]3[CH:11]=[C:10]4[C:15](=[CH:14][CH:13]=3)[N:7]([CH2:6][C:5]3[CH:24]=[CH:25][C:2]([Cl:1])=[CH:3][C:4]=3[C:26]([F:27])([F:29])[F:28])[N:8]=[CH:9]4)/[S:21][C:20]2=[O:22])=[CH:33][CH:34]=1)=[O:38]. Procedure details: 5-{[(5Z)-5-({1-[4-Chloro-2-(trifluoromethyl)benzyl]-1H-indazol-5-yl}methylidene)-2,4-dioxo-1,3-thiazolidin-3-yl]methyl}furan-2-carboxylic acid methyl ester was prepared from [(5Z)-5-({1-[4-chloro-2-(trifluoromethyl)benzyl]-1H-indazol-5-yl}methylidene)-2,4-dioxo-1,3-thiazolidine (from Example 1) and methyl 5-chloromethylfuroate following General Procedure S (reaction time of 16 h). Reactants: C(C)N1C=C(C(C2=CC(=C(C(=C12)F)N1CC(OCC1)CNC=O)F)=O)C(=O)O (1-ethyl-6,8-difluoro-7-[2-(formylaminomethyl)morpholino]-1,4-dihydro-4-oxoquinoline-3-carboxylic acid), Cl (hydrochloric acid), O (water). The solvent is CO (methanol). Yields the product Cl.NCC1OCCN(C1)C1=C(C=C2C(C(=CN(C2=C1F)CC)C(=O)O)=O)F (7-[2-(aminomethyl)morpholino]-1-ethyl-6,8-difluoro-1,4-dihydro-4-oxoquinoline-3-carboxylic acid hydrochloride). Reaction SMILES: [CH2:1]([N:3]1[C:12]2[C:7](=[CH:8][C:9]([F:24])=[C:10]([N:14]3[CH2:19][CH2:18][O:17][CH:16]([CH2:20][NH:21]C=O)[CH2:15]3)[C:11]=2[F:13])[C:6](=[O:25])[C:5]([C:26]([OH:28])=[O:27])=[CH:4]1)[CH3:2].[ClH:29].O>CO>[ClH:29].[NH2:21][CH2:20][CH:16]1[CH2:15][N:14]([C:10]2[C:11]([F:13])=[C:12]3[C:7]([C:6](=[O:25])[C:5]([C:26]([OH:28])=[O:27])=[CH:4][N:3]3[CH2:1][CH3:2])=[CH:8][C:9]=2[F:24])[CH2:19][CH2:18][O:17]1 |f:4.5|. Procedure: A solution of 500 mg of 1-ethyl-6,8-difluoro-7-[2-(formylaminomethyl)morpholino]-1,4-dihydro-4-oxoquinoline-3-carboxylic acid, 1 ml of concentrated hydrochloric acid, 2 ml of water and 10 ml of methanol is refluxed for 1.5 hours. The reaction mixture is concentrated under reduced pressure. The obtained crystals are washed with acetone, collected by filtration and recrystallized from dimethylformamide to give 7-[2-(aminomethyl)morpholino]-1-ethyl-6,8-difluoro-1,4-dihydro-4-oxoquinoline-3-carboxyl... The reactants are OCC1=CC=CC2=C1N=C(S2)C2=CC=CC=C2 (4-Hydroxymethyl-2-phenyl-benzothiazole). Reagents/catalysts: [O-2].[O-2].[Mn+4] (manganese dioxide). The solvent is C(Cl)Cl (methylene chloride). The product is C1(=CC=CC=C1)C=1SC=2C(N1)=C(C=CC2)C=O (2-Phenyl-benzothiazole-4-carbaldehyde). As a reaction SMILES: [OH:1][CH2:2][C:3]1[C:8]2[N:9]=[C:10]([C:12]3[CH:17]=[CH:16][CH:15]=[CH:14][CH:13]=3)[S:11][C:7]=2[CH:6]=[CH:5][CH:4]=1>C(Cl)Cl.[O-2].[O-2].[Mn+4]>[C:12]1([C:10]2[S:11][C:7]3[C:8](=[C:3]([CH:2]=[O:1])[CH:4]=[CH:5][CH:6]=3)[N:9]=2)[CH:13]=[CH:14][CH:15]=[CH:16][CH:17]=1 |f:2.3.4|. Procedure: 26.5 g (0.11 mol) of the compound from Example III were dissolved in 400 ml of methylene chloride and the mixture was boiled under reflux with 50 g of manganese dioxide (active) overnight. After cooling, the solid was filtered off with suction and the filtrate was concentrated. Reactants: CC(=O)OC(C)=O, CO, Nc1cccc2ccc(O)cc12. The product is CC(=O)Nc1cccc2ccc(O)cc12. As a reaction SMILES: [CH3:13][C:14](=[O:15])[O:16][C:17](=[O:18])[CH3:19].[CH3:20][OH:21].[NH2:1][c:2]1[cH:3][cH:4][cH:5][c:6]2[cH:7][cH:8][c:9]([OH:12])[cH:10][c:11]12>>[NH:1]([c:2]1[cH:3][cH:4][cH:5][c:6]2[cH:7][cH:8][c:9]([OH:12])[cH:10][c:11]12)[C:14]([CH3:13])=[O:15]. Starting materials: OCCNC1=C(C(=CC(=C1)Cl)NCCO)[N+](=O)[O-] (2-(β-hydroxyethyl)amino-6-(β-hydroxyethyl)amino-4-chloronitrobenzene), C(O)CN (ethanolamine), Cl (hydrochloric acid). Run in ice water. Product: OCCNC1=C(C(=CC(=C1)NCCO)NCCO)[N+](=O)[O-] (2-(β-hydroxyethyl)amino-4-(β-hydroxyethyl)amino-6-(β-hydroxyethyl)aminonitrobenzene). As a reaction SMILES: [OH:1][CH2:2][CH2:3][NH:4][C:5]1[CH:10]=[C:9](Cl)[CH:8]=[C:7]([NH:12][CH2:13][CH2:14][OH:15])[C:6]=1[N+:16]([O-:18])=[O:17].[CH2:19]([CH2:21][NH2:22])[OH:20].Cl>>[OH:1][CH2:2][CH2:3][NH:4][C:5]1[CH:10]=[C:9]([NH:22][CH2:21][CH2:19][OH:20])[CH:8]=[C:7]([NH:12][CH2:13][CH2:14][OH:15])[C:6]=1[N+:16]([O-:18])=[O:17]. Reported procedure: 0.0072 mole (2 g) of 2-(β-hydroxyethyl)amino-6-(β-hydroxyethyl)amino-4-chloronitrobenzene, synthesized in stage 1 of example 2, was heated at 100°-110° C. with 6 ml of ethanolamine for 6 hours. The reaction medium was diluted with ice water then brought to neutrallity by addition of concentrated hydrochloric acid to precipitate out the desired product. After filtering and hot drying under vacuum in the presence of P2O5, it was recrystallized from 96° ethanol. It melted at 200° C. Reactants: C(C)(C)(C)OC(=O)N1[C@@H](CCC1)C=O ((2S)-N-(tert-butoxycarbonyl)-2-formylpyrrolidine), C(Br)(Br)(Br)Br (carbon tetrabromide), C1(=CC=CC=C1)P(C1=CC=CC=C1)C1=CC=CC=C1 (triphenylphosphine). The solvent is C(Cl)Cl (methylene chloride). Yields the product C(C)(C)(C)OC(=O)N1[C@@H](CCC1)C#C ((2S)-N-(tert-Butoxycarbonyl)-2-ethynylpyrrolidine). RXN SMILES: [C:1]([O:5][C:6]([N:8]1[CH2:12][CH2:11][CH2:10][C@H:9]1[CH:13]=O)=[O:7])([CH3:4])([CH3:3])[CH3:2].[C:15](Br)(Br)(Br)Br.C1(P(C2C=CC=CC=2)C2C=CC=CC=2)C=CC=CC=1>C(Cl)Cl>[C:1]([O:5][C:6]([N:8]1[CH2:12][CH2:11][CH2:10][C@H:9]1[C:13]#[CH:15])=[O:7])([CH3:4])([CH3:3])[CH3:2]. Reported procedure: A solution of (2S)-N-(tert-butoxycarbonyl)-2-formylpyrrolidine (4.0 g, 20 mmole), carbon tetrabromide (6.67 g, 20.1 mmole) and triphenylphosphine (5.26 g, 20.1 mmole) in methylene chloride (100 mL) was stirred at ambient temperature under a nitrogen atmosphere for 24 hours. The mixture was concentrated, then purified by chromatography, using (1:1) ethyl acetate: hexane as eluant to provide the desired product as an oil. The product was dissolved in dry tetrahydrofuran (50 mL) and cooled to −78° ...